This data is from the Open Reaction Database (ORD), a public repository of structured organic reaction records. The task is: describe an organic reaction: reactants, conditions, products, and yield The reactants are OC(C)(C)CCC[C@@H](C)[C@H]1CC[C@H]2[C@@H]3CC=C4C[C@@H](O)CC[C@]4(C)[C@H]3CC[C@]12C (25-hydroxycholesterol), ClC=1C(C(=C(C(C1Cl)=O)C#N)C#N)=O (2,3-dichloro-5,6-dicyanobenzo-quinone). The solvent is O1CCOCC1 (dioxane). The product is OC(C)(C)CCC[C@@H](C)[C@H]1CC[C@H]2[C@@H]3CCC4=CC(C=C[C@]4(C)[C@H]3CC[C@]12C)=O (25-hydroxycholesta-1,4-diene-3-one). Reaction SMILES: [OH:1][C:2]([CH2:5][CH2:6][CH2:7][C@H:8]([C@@H:10]1[C@:28]2([CH3:29])[C@H:13]([C@H:14]3[C@H:25]([CH2:26][CH2:27]2)[C@:23]2([CH3:24])[C:17]([CH2:18][C@H:19]([CH2:21][CH2:22]2)[OH:20])=[CH:16][CH2:15]3)[CH2:12][CH2:11]1)[CH3:9])([CH3:4])[CH3:3].ClC1C(=O)C(C#N)=C(C#N)C(=O)C=1Cl>O1CCOCC1>[OH:1][C:2]([CH2:5][CH2:6][CH2:7][C@H:8]([C@@H:10]1[C@:28]2([CH3:29])[C@H:13]([C@H:14]3[C@H:25]([CH2:26][CH2:27]2)[C@:23]2([CH3:24])[C:17](=[CH:18][C:19](=[O:20])[CH:21]=[CH:22]2)[CH2:16][CH2:15]3)[CH2:12][CH2:11]1)[CH3:9])([CH3:3])[CH3:4]. Procedure: The 25-hydroxycholesterol was dissolved in dioxane and boiled with 2,3-dichloro-5,6-dicyanobenzo-quinone (DDQ) to obtain 25-hydroxycholesta-1,4-diene-3-one. This latter compound was subjected to dehydrogenation with chloroanil in the presence of the reduced derivative of DDQ-hydroquinone (2HDDQ) to obtain 25-hydroxy-cholesta-1,4,6-triene-3-one. Alternatively, 25-hydroxy-cholesta-1,4,6-trien-3-one can be obtained by DDQ oxidation of 25-hydroxycholesterol (J. J. Partridge et al., Helv. Chim. Acta ...